Dataset: the Open Reaction Database (ORD), a public repository of structured organic reaction records. Task: describe an organic reaction: reactants, conditions, products, and yield The reactants are ClCC(=O)C1CCN(CC1)C1=CC(=C(C=C1)Cl)OC (2-chloro-1-(1-(4-chloro-3-methoxyphenyl)piperidin-4-yl)ethanone), CC1=CC(=NN1)C(F)(F)F (5-methyl-3-(trifluoromethyl)-1H-pyrazole), C([O-])([O-])=O.[K+].[K+] (potassium carbonate). Solvent: C(C)#N (acetonitrile). Reaction conditions: time 12 hour. The product is ClC1=C(C=C(C=C1)N1CCC(CC1)C(CN1N=C(C=C1C)C(F)(F)F)=O)OC (1-(1-(4-chloro-3-methoxyphenyl)piperidin-4-yl)-2-(5-methyl-3-(trifluoromethyl)-1H-pyrazol-1-yl)ethanone). The yield is 81.4%. RXN SMILES: Cl[CH2:2][C:3]([CH:5]1[CH2:10][CH2:9][N:8]([C:11]2[CH:16]=[CH:15][C:14]([Cl:17])=[C:13]([O:18][CH3:19])[CH:12]=2)[CH2:7][CH2:6]1)=[O:4].[CH3:20][C:21]1[NH:25][N:24]=[C:23]([C:26]([F:29])([F:28])[F:27])[CH:22]=1.C(=O)([O-])[O-].[K+].[K+]>C(#N)C>[Cl:17][C:14]1[CH:15]=[CH:16][C:11]([N:8]2[CH2:9][CH2:10][CH:5]([C:3](=[O:4])[CH2:2][N:25]3[C:21]([CH3:20])=[CH:22][C:23]([C:26]([F:29])([F:28])[F:27])=[N:24]3)[CH2:6][CH2:7]2)=[CH:12][C:13]=1[O:18][CH3:19] |f:2.3.4|. Reported procedure: A mixture of 2-chloro-1-(1-(4-chloro-3-methoxyphenyl)piperidin-4-yl)ethanone (580 mg, 1.919 mmol; see Example 1a, Step 2), 5-methyl-3-(trifluoromethyl)-1H-pyrazole (576 mg, 3.84 mmol), potassium carbonate (796 mg, 5.76 mmol) and acetonitrile (20 mL) was stirred at RT for 12 h. After this time, the solvent was removed under reduced pressure and the resultant residue was partitioned between EtOAc (100 mL) and water (50 mL). The organic phase was washed with brine, dried (Na2SO4) and concentrated o... Reactants: Cc1cc(Cl)ccc1O, O=[N+]([O-])c1ccc(Cl)nc1, [H-], [Na+], C1CCOC1. Product: Cc1cc(Cl)ccc1Oc1ccc([N+](=O)[O-])cn1. RXN SMILES: [CH3:1][c:2]1[cH:3][c:4]([Cl:5])[cH:6][cH:7][c:8]1[OH:9].[Cl:12][c:13]1[n:14][cH:15][c:16]([N+:19](=[O:20])[O-:21])[cH:17][cH:18]1.[H-:10].[Na+:11].[O:22]1[CH2:23][CH2:24][CH2:25][CH2:26]1>>[CH3:1][c:2]1[cH:3][c:4]([Cl:5])[cH:6][cH:7][c:8]1[O:9][c:13]1[n:14][cH:15][c:16]([N+:19](=[O:20])[O-:21])[cH:17][cH:18]1. Starting materials: OC1=C(C=NC2=C(C=C(C=C12)CN1CCOCC1)I)C(=O)OCC (ethyl 4-hydroxy-8-iodo-6-(4-morpholinylmethyl)-3-quinolinecarboxylate), 25, ClC1=CC=C(CN)C=C1 (4-chlorobenzylamine). Reaction conditions: temperature 190 celsius. The product is ClC1=CC=C(CNC(=O)C2=CN3C4=C(C=C(C=C4C2=O)CN2CCOCC2)C=C3[C@@H](C)O)C=C1 (N-(4-Chlorobenzyl)-2-[(1R)-1-hydroxyethyl]-8-(4-morpholinylmethyl)-6-oxo-6H-pyrrolo[3,2,1-ij]quinoline-5-carboxamide). As a reaction SMILES: [OH:1][C:2]1[C:11]2[C:6](=[C:7](I)[CH:8]=[C:9]([CH2:12][N:13]3[CH2:18][CH2:17][O:16][CH2:15][CH2:14]3)[CH:10]=2)[N:5]=[CH:4][C:3]=1[C:20](OCC)=[O:21].[Cl:25][C:26]1[CH:33]=[CH:32][C:29]([CH2:30][NH2:31])=[CH:28][CH:27]=1>>[Cl:25][C:26]1[CH:33]=[CH:32][C:29]([CH2:30][NH:31][C:20]([C:3]2[C:2](=[O:1])[C:11]3[C:6]4=[C:7]([CH:4]=[C:3]([C@H:2]([OH:1])[CH3:11])[N:5]4[CH:4]=2)[CH:8]=[C:9]([CH2:12][N:13]2[CH2:18][CH2:17][O:16][CH2:15][CH2:14]2)[CH:10]=3)=[O:21])=[CH:28][CH:27]=1. Procedure details: To a flask containing ethyl 4-hydroxy-8-iodo-6-(4-morpholinylmethyl)-3-quinolinecarboxylate of Preparation 25 (3.11 g) is added 4-chlorobenzylamine (8.0 mL). The mixture is degassed under reduced pressure. The mixture is placed under an argon atmosphere and is heated at 190° C. for 3 h. The reaction is cooled to room temperature. The excess benzylamine is removed by high vacuum distillation. The residue is crystallized from acetonitrile:methanol (1:1, 800 mL) to yield 3.08 g of the title compoun... The reactants are CCN(CC)CC1CCc2ccccc2C1=O, CO, Cl, O=C1NCN(c2ccccc2)C12CCNCC2. The product is O=C1c2ccccc2CCC1CN1CCC2(CC1)C(=O)NCN2c1ccccc1. Reaction SMILES: [CH2:1]([CH3:2])[N:3]([CH2:4][CH3:5])[CH2:6][CH:7]1[C:8](=[O:17])[c:9]2[cH:10][cH:11][cH:12][cH:13][c:14]2[CH2:15][CH2:16]1.[CH3:36][OH:37].[ClH:18].[c:19]1([N:25]2[CH2:26][NH:27][C:28](=[O:35])[C:29]23[CH2:30][CH2:31][NH:32][CH2:33][CH2:34]3)[cH:20][cH:21][cH:22][cH:23][cH:24]1>>[CH2:1]1[CH2:2][C:29]2([CH2:5][CH2:4][N:3]1[CH2:6][CH:7]1[C:8](=[O:17])[c:9]3[cH:10][cH:11][cH:12][cH:13][c:14]3[CH2:15][CH2:16]1)[N:25]([c:19]1[cH:20][cH:21][cH:22][cH:23][cH:24]1)[CH2:26][NH:27][C:28]2=[O:35]. Reactants: COC(=O)Cn1c(C)c(Cc2ccc(C#N)cc2S(=O)(=O)c2ccccc2)c2cc(F)ccc21, Cl, [Li+], C1CCOC1, [OH-]. The product is Cc1c(Cc2ccc(C#N)cc2S(=O)(=O)c2ccccc2)c2cc(F)ccc2n1CC(=O)O. As a reaction SMILES: [CH3:1][O:2][C:3]([CH2:4][n:5]1[c:6]([CH3:33])[c:7]([CH2:15][c:16]2[c:17]([S:24](=[O:25])(=[O:26])[c:27]3[cH:28][cH:29][cH:30][cH:31][cH:32]3)[cH:18][c:19]([C:22]#[N:23])[cH:20][cH:21]2)[c:8]2[cH:9][c:10]([F:14])[cH:11][cH:12][c:13]12)=[O:34].[ClH:37].[Li+:35].[O:38]1[CH2:39][CH2:40][CH2:41][CH2:42]1.[OH-:36]>>[O:2]=[C:3]([CH2:4][n:5]1[c:6]([CH3:33])[c:7]([CH2:15][c:16]2[c:17]([S:24](=[O:25])(=[O:26])[c:27]3[cH:28][cH:29][cH:30][cH:31][cH:32]3)[cH:18][c:19]([C:22]#[N:23])[cH:20][cH:21]2)[c:8]2[cH:9][c:10]([F:14])[cH:11][cH:12][c:13]12)[OH:34]. Reactants: COC(=O)OC, COCCn1ccnc1C(C)=O, Cl, [H-], [Na+], [Na+], O=C([O-])O. The product is COCCn1ccnc1C(=O)CC(=O)OC. RXN SMILES: [CH3:21][O:22][C:23]([O:24][CH3:26])=[O:25].[CH3:3][O:4][CH2:5][CH2:6][n:7]1[c:8]([C:12]([CH3:13])=[O:14])[n:9][cH:10][cH:11]1.[ClH:15].[H-:2].[Na+:1].[Na+:20].[O-:16][C:17]([OH:18])=[O:19]>>[CH3:3][O:4][CH2:5][CH2:6][n:7]1[c:8]([C:12]([CH2:13][C:23]([O:22][CH3:21])=[O:24])=[O:14])[n:9][cH:10][cH:11]1. Starting materials: BrC1=CC=CC=2N1N=C(C2[N+](=O)[O-])CC (7-bromo-2-ethyl-3-nitropyrazolo[1,5-a]pyridine), ClC1=C(C=CC(=C1)OC)OB(O)O (2-chloro-4-methoxyphenylboric acid), complex, O.O.O.O.O.O.O.O.[OH-].[Ba+2].[OH-] (barium hydroxide octahydrate), C(C)(=O)OCC (ethyl acetate). Reagents/catalysts: C=1C=CC(=CC1)[P](C=2C=CC=CC2)(C=3C=CC=CC3)[Pd]([P](C=4C=CC=CC4)(C=5C=CC=CC5)C=6C=CC=CC6)([P](C=7C=CC=CC7)(C=8C=CC=CC8)C=9C=CC=CC9)[P](C=1C=CC=CC1)(C=1C=CC=CC1)C=1C=CC=CC1 (tetrakis(triphenylphosphine)palladium). Run in COCCOC (1,2-dimethoxyethane), O (water), O (Water). Reaction conditions: temperature 80 celsius, time 3 hour. The product is ClC1=C(C=CC(=C1)OC)C1=CC=CC=2N1N=C(C2[N+](=O)[O-])CC (7-(2-Chloro-4-methoxyphenyl)-2-ethyl-3-nitropyrazolo[1,5-a]pyridine). The yield is 73.3%. Reaction SMILES: Br[C:2]1[N:7]2[N:8]=[C:9]([CH2:14][CH3:15])[C:10]([N+:11]([O-:13])=[O:12])=[C:6]2[CH:5]=[CH:4][CH:3]=1.[Cl:16][C:17]1[CH:22]=[C:21]([O:23][CH3:24])[CH:20]=[CH:19][C:18]=1OB(O)O.O.O.O.O.O.O.O.O.[OH-].[Ba+2].[OH-].C(OCC)(=O)C>COCCOC.O.C1C=CC([P]([Pd]([P](C2C=CC=CC=2)(C2C=CC=CC=2)C2C=CC=CC=2)([P](C2C=CC=CC=2)(C2C=CC=CC=2)C2C=CC=CC=2)[P](C2C=CC=CC=2)(C2C=CC=CC=2)C2C=CC=CC=2)(C2C=CC=CC=2)C2C=CC=CC=2)=CC=1>[Cl:16][C:17]1[CH:22]=[C:21]([O:23][CH3:24])[CH:20]=[CH:19][C:18]=1[C:2]1[N:7]2[N:8]=[C:9]([CH2:14][CH3:15])[C:10]([N+:11]([O-:13])=[O:12])=[C:6]2[CH:5]=[CH:4][CH:3]=1 |f:2.3.4.5.6.7.8.9.10.11.12,^1:56,58,77,96|. Procedure details: After dissolving 7-bromo-2-ethyl-3-nitropyrazolo[1,5-a]pyridine (100 mg) in 1,2-dimethoxyethane (6 mL) and water (1 mL), 2-chloro-4-methoxyphenylboric acid (138 mg), tetrakis(triphenylphosphine)palladium (0) complex (86 mg) and barium hydroxide octahydrate (233 mg) were added and the mixture was heated and stirred at 80° C. for 3 hours under a nitrogen stream. Water was added to the reaction mixture, extraction was performed with ethyl acetate and the extract was washed with saturated aqueous so...